From a dataset of the Open Reaction Database (ORD), a public repository of structured organic reaction records. describe an organic reaction: reactants, conditions, products, and yield The reactants are C1(=CC=CC=C1)C1=CC=C(C=C1)O (4-phenylphenol), C(C)OC(=O)C=1SC=C(N1)CCl (4-chloromethyl-thiazole-2-carboxylic acid ethyl ester), C(C)OC(=O)C=1SC=C(N1)CCl (4-chloromethyl-thiazole-2-carboxylic acid ethyl ester). Yields the product C1(=CC=C(C=C1)OCC=1N=C(SC1)C(=O)O)C1=CC=CC=C1 (4-(Biphenyl-4-yloxymethyl)-thiazole-2-carboxylic acid). RXN SMILES: [C:1]1([C:7]2[CH:12]=[CH:11][C:10]([OH:13])=[CH:9][CH:8]=2)[CH:6]=[CH:5][CH:4]=[CH:3][CH:2]=1.C([O:16][C:17]([C:19]1[S:20][CH:21]=[C:22]([CH2:24]Cl)[N:23]=1)=[O:18])C>>[C:7]1([C:1]2[CH:2]=[CH:3][CH:4]=[CH:5][CH:6]=2)[CH:8]=[CH:9][C:10]([O:13][CH2:24][C:22]2[N:23]=[C:19]([C:17]([OH:18])=[O:16])[S:20][CH:21]=2)=[CH:11][CH:12]=1. Reported procedure: 4-(Biphenyl-4-yloxymethyl)-thiazole-2-carboxylic acid was prepared using general procedure B from 4-phenylphenol (available from Aldrich, Milwaukee, Wis.) and 4-chloromethyl-thiazole-2-carboxylic acid ethyl ester (Intermediate 4). Yield: 54 mg. Mass spectrum (ES) M-OH=294 Starting materials: BrC1=C(C(=O)O)C=CC(=C1)\C=C\C(C(F)(F)F)C1=CC(=C(C(=C1)Cl)Cl)Cl ((E)-2-bromo-4-(4,4,4-trifluoro-3-(3,4,5-trichlorophenyl) but-1-enyl)benzoic acid), CN(N)C(CC)=O (N-methylpropionohydrazide), CCN=C=NCCCN(C)C.Cl (EDC.HCl), CCN(C(C)C)C(C)C (DIPEA). The reagents and catalysts are CN(C)C=1C=CN=CC1 (DMAP). The solvent is O (water), ClCCCl (1,2-dichloroethane). Conditions: temperature 25 celsius, time 12 hour. Product: BrC1=C(C(=O)NN(C(CC)=O)C)C=CC(=C1)\C=C\C(C(F)(F)F)C1=CC(=C(C(=C1)Cl)Cl)Cl ((E)-2-Bromo-N′-methyl-N′-propionyl-4-(4,4,4-trifluoro-3-(3,4,5-trichlorophenyl)but-1-en-1-yl)benzohydrazide), solid. Yield: 34.0%. RXN SMILES: [Br:1][C:2]1[CH:10]=[C:9](/[CH:11]=[CH:12]/[CH:13]([C:18]2[CH:23]=[C:22]([Cl:24])[C:21]([Cl:25])=[C:20]([Cl:26])[CH:19]=2)[C:14]([F:17])([F:16])[F:15])[CH:8]=[CH:7][C:3]=1[C:4](O)=[O:5].[CH3:27][N:28]([C:30](=[O:33])[CH2:31][CH3:32])[NH2:29].CCN=C=NCCCN(C)C.Cl.CCN(C(C)C)C(C)C>ClCCCl.CN(C1C=CN=CC=1)C.O>[Br:1][C:2]1[CH:10]=[C:9](/[CH:11]=[CH:12]/[CH:13]([C:18]2[CH:19]=[C:20]([Cl:26])[C:21]([Cl:25])=[C:22]([Cl:24])[CH:23]=2)[C:14]([F:17])([F:15])[F:16])[CH:8]=[CH:7][C:3]=1[C:4]([NH:29][N:28]([CH3:27])[C:30](=[O:33])[CH2:31][CH3:32])=[O:5] |f:2.3|. Procedure details: To a stirred solution of (E)-2-bromo-4-(4,4,4-trifluoro-3-(3,4,5-trichlorophenyl) but-1-enyl)benzoic acid (200 mg, 0.41 mmol) in 1,2-dichloroethane (DCE) (10 mL) was added N-methylpropionohydrazide (WO 2009110510) (50 mg, 0.49 mmol), DMAP (55 mg, 0.45 mmol), EDC.HCl (60 mg, 0.41 mmol) and DIPEA (0.20 mL, 1.1 mmol). The reaction mixture was stirred at 25° C. for 12 h, diluted with water and extracted with EtOAc. The combined organic layers were washed with brine, dried over Na2SO4 and concentrate... Reactants: N1(CCCC1)CC1NCCC2=C1C=CS2 (4-(pyrrolidin-1-yl)methyl-4,5,6,7-tetrahydrothieno[3,2-c]pyridine), C(Cl)(Cl)Cl (chloroform), C1CCC2=CC(=CC=C12)CC(=O)O (indan-5-yl acetic acid), C1(CCCCC1)N=C=NC1CCCCC1 (dicyclohexylcarbodiimide). Yields the product Cl.N1(CCCC1)CC1N(CCC2=C1C=CS2)C(CC=2C=C1CCCC1=CC2)=O (4-(pyrrolidin-1-yl)methyl-5-(indan-5-yl)acetyl-4,5,6,7-tetrahydrothieno[3,2-c]pyridine hydrochloride). As a reaction SMILES: [N:1]1([CH2:6][CH:7]2[C:12]3[CH:13]=[CH:14][S:15][C:11]=3[CH2:10][CH2:9][NH:8]2)[CH2:5][CH2:4][CH2:3][CH2:2]1.[CH2:16]1[C:24]2[C:19](=[CH:20][C:21]([CH2:25][C:26](O)=[O:27])=[CH:22][CH:23]=2)[CH2:18][CH2:17]1.C1(N=C=NC2CCCCC2)CCCCC1.C(Cl)(Cl)[Cl:45]>>[ClH:45].[N:1]1([CH2:6][CH:7]2[C:12]3[CH:13]=[CH:14][S:15][C:11]=3[CH2:10][CH2:9][N:8]2[C:26](=[O:27])[CH2:25][C:21]2[CH:20]=[C:19]3[C:24](=[CH:23][CH:22]=2)[CH2:16][CH2:17][CH2:18]3)[CH2:5][CH2:4][CH2:3][CH2:2]1 |f:4.5|. Procedure details: Prepared as Example No. 3, from 1.5 g (6.76 mmoles) of 4-(pyrrolidin-1-yl)methyl-4,5,6,7-tetrahydrothieno[3,2-c]pyridine, 1.4 g (7.95 mmoles) of indan-5-yl acetic acid and 2.4 g (11.76 mmoles) of dicyclohexylcarbodiimide in 50 ml of dry chloroform. Reaction SMILES: [F:1][C:2]([F:44])([F:43])[C:3]1[CH:4]=[C:5]([C@H:13]([O:15][C@@H:16]2[C@@H:20]([C:21]3[CH:26]=[CH:25][CH:24]=[CH:23][CH:22]=3)[CH2:19][N:18]([C:27]([CH:29]3[CH2:33][O:32]C(C)(C)[N:30]3C(OC(C)(C)C)=O)=[O:28])[CH2:17]2)[CH3:14])[CH:6]=[C:7]([C:9]([F:12])([F:11])[F:10])[CH:8]=1.C1(OC)C=CC=CC=1.C(O)(C(F)(F)F)=O>C(Cl)Cl>[NH2:30][CH:29]([C:27]([N:18]1[CH2:19][C@H:20]([C:21]2[CH:22]=[CH:23][CH:24]=[CH:25][CH:26]=2)[C@@H:16]([O:15][C@@H:13]([C:5]2[CH:6]=[C:7]([C:9]([F:10])([F:11])[F:12])[CH:8]=[C:3]([C:2]([F:44])([F:1])[F:43])[CH:4]=2)[CH3:14])[CH2:17]1)=[O:28])[CH2:33][OH:32]. The product is NC(CO)C(=O)N1C[C@@H]([C@H](C1)C1=CC=CC=C1)O[C@H](C)C1=CC(=CC(=C1)C(F)(F)F)C(F)(F)F (2-Amino-3-[(3R,4S)-3-({(1R)-1-[3,5-bis(trifluoromethyl)phenyl]ethyl}oxy)-4-phenylpyrrolidin-1-yl]-3-oxopropan-1-ol). Procedure: To a solution of 48 mg tert-butyl 4-{[(3R,4S)-3-({(1R)-1-[3,5-bis(trifluoromethyl)phenyl]ethyl}oxy)-4-phenylpyrrolidin-1-yl]carbonyl}-2,2-dimethyl-1,3-oxazolidine-3-carboxylate (Example 4) in 3 mL methylene chloride was added 0.5 mL anisole and 3 mL TFA. The reaction mixture was stirred at RT for 2 hr and then the volatiles were removed under vacuum. The residue was partitioned between methylene chloride (5 mL) and sat. aq. sodium carbonate (5 mL). The organic layer was dried over sodium sulfate... The solvent is C(Cl)Cl (methylene chloride). The reactants are FC(C=1C=C(C=C(C1)C(F)(F)F)[C@@H](C)O[C@H]1CN(C[C@@H]1C1=CC=CC=C1)C(=O)C1N(C(OC1)(C)C)C(=O)OC(C)(C)C)(F)F (tert-butyl 4-{[(3R,4S)-3-({(1R)-1-[3,5-bis(trifluoromethyl)phenyl]ethyl}oxy)-4-phenylpyrrolidin-1-yl]carbonyl}-2,2-dimethyl-1,3-oxazolidine-3-carboxylate), C1(=CC=CC=C1)OC (anisole), C(=O)(C(F)(F)F)O (TFA). Run at time 2 hour. The reactants are FC1=CC=C(C=C1)N1N=C(C=C1C(=O)OCC)C (Ethyl 1-(4-fluorophenyl)-3-methylpyrazole-5-carboxylate), [OH-].[Na+] (sodium hydroxide). The solvent is C(C)O (ethanol), O (water). Reaction conditions: time 30 minute. Product: FC1=CC=C(C=C1)N1N=C(C=C1C(=O)O)C (1-(4-Fluorophenyl)-3-methylpyrazole-5-carboxylic acid). Isolated yield 78.9%. As a reaction SMILES: [F:1][C:2]1[CH:7]=[CH:6][C:5]([N:8]2[C:12]([C:13]([O:15]CC)=[O:14])=[CH:11][C:10]([CH3:18])=[N:9]2)=[CH:4][CH:3]=1.[OH-].[Na+]>C(O)C.O>[F:1][C:2]1[CH:3]=[CH:4][C:5]([N:8]2[C:12]([C:13]([OH:15])=[O:14])=[CH:11][C:10]([CH3:18])=[N:9]2)=[CH:6][CH:7]=1 |f:1.2|. Procedure details: Ethyl 1-(4-fluorophenyl)-3-methylpyrazole-5-carboxylate (2 g) was dissolved in a mixed solvent of ethanol (10 ml) and water (10 ml) and sodium hydroxide (0.4 g) was added. The mixture was stirred at a refluxing temperature for 30 min. Ethanol was evaporated and to the residue was added dilute hydrochloric acid. The obtained solid was recrystallized from aqueous methanol solution to give the title compound (1.4 g), melting point: 188° C. Starting materials: CC1=CC(=C(CNC2CC2)C=C1)O[C@@H](C)CC=C ((S)—N-(4-Methyl-2-(pent-4-en-2-yloxy)benzyl)cyclopropanamine), CCN(C(C)C)C(C)C (Hunig's Base), C(C=C)OC1(CCN(CC1)C1=C(C(=NC=2N1N=C(C2)CI)C)[C@@H](C(=O)OCC)OC(C)(C)C)C ((S)-ethyl 2-(7-(4-(allyloxy)-4-methylpiperidin-1-yl)-2-(iodomethyl)-5-methylpyrazolo[1,5-a]pyrimidin-6-yl)-2-(tert-butoxy)acetate). The solvent is C(C)#N (acetonitrile). Conditions: temperature 0 celsius, time 2 hour. Yields the product C(C=C)OC1(CCN(CC1)C1=C(C(=NC=2N1N=C(C2)CN(CC2=C(C=C(C=C2)C)O[C@@H](C)CC=C)C2CC2)C)[C@@H](C(=O)OCC)OC(C)(C)C)C ((S)-ethyl 2-(7-(4-(allyloxy)-4-methylpiperidin-1-yl)-2-((cyclopropyl(4-methyl-2-((S)-pent-4-en-2-yloxy)benzyl)amino)methyl)-5-methylpyrazolo[1,5-a]pyrimidin-6-yl)-2-(tert-butoxy)acetate). Yield: 78.5%. RXN SMILES: [CH2:1]([O:4][C:5]1([CH3:34])[CH2:10][CH2:9][N:8]([C:11]2[N:16]3[N:17]=[C:18]([CH2:20]I)[CH:19]=[C:15]3[N:14]=[C:13]([CH3:22])[C:12]=2[C@H:23]([O:29][C:30]([CH3:33])([CH3:32])[CH3:31])[C:24]([O:26][CH2:27][CH3:28])=[O:25])[CH2:7][CH2:6]1)[CH:2]=[CH2:3].[CH3:35][C:36]1[CH:46]=[CH:45][C:39]([CH2:40][NH:41][CH:42]2[CH2:44][CH2:43]2)=[C:38]([O:47][C@H:48]([CH2:50][CH:51]=[CH2:52])[CH3:49])[CH:37]=1.CCN(C(C)C)C(C)C>C(#N)C>[CH2:1]([O:4][C:5]1([CH3:34])[CH2:10][CH2:9][N:8]([C:11]2[N:16]3[N:17]=[C:18]([CH2:20][N:41]([CH:42]4[CH2:44][CH2:43]4)[CH2:40][C:39]4[CH:45]=[CH:46][C:36]([CH3:35])=[CH:37][C:38]=4[O:47][C@H:48]([CH2:50][CH:51]=[CH2:52])[CH3:49])[CH:19]=[C:15]3[N:14]=[C:13]([CH3:22])[C:12]=2[C@H:23]([O:29][C:30]([CH3:33])([CH3:32])[CH3:31])[C:24]([O:26][CH2:27][CH3:28])=[O:25])[CH2:7][CH2:6]1)[CH:2]=[CH2:3]. Procedure details: To a mixture of (S)-ethyl 2-(7-(4-(allyloxy)-4-methylpiperidin-1-yl)-2-(iodomethyl)-5-methylpyrazolo[1,5-a]pyrimidin-6-yl)-2-(tert-butoxy)acetate (95 mg, 0.163 mmol) in acetonitrile (3 mL) at 0° C. was added (S)—N-(4-Methyl-2-(pent-4-en-2-yloxy)benzyl)cyclopropanamine (40 mg, 0.163 mmol) and Hunig's Base (0.028 mL, 0.163 mmol). It was stirred at 0° C. for 2 h and then quenched with water, extracted with EtOAc. The organic layer was dried over MgSO4, filtered and concentrated. The residue was the... The reactants are OC1CN(CCC1C1=CC=C(C=C1)O)C(=O)OC(C)(C)C (tert-butyl 3-hydroxy-4-(4-hydroxyphenyl)piperidine-1-carboxylate), C(C1=CC=CC=C1)Cl (benzyl chloride). Product: C(C1=CC=CC=C1)OC1=CC=C(C=C1)C1C(CN(CC1)C(=O)OC(C)(C)C)O (tert-Butyl 4-(4-benzyloxyphenyl)-3-hydroxypiperidine-1-carboxylate). RXN SMILES: [OH:1][CH:2]1[CH:7]([C:8]2[CH:13]=[CH:12][C:11]([OH:14])=[CH:10][CH:9]=2)[CH2:6][CH2:5][N:4]([C:15]([O:17][C:18]([CH3:21])([CH3:20])[CH3:19])=[O:16])[CH2:3]1.[CH2:22](Cl)[C:23]1[CH:28]=[CH:27][CH:26]=[CH:25][CH:24]=1>>[CH2:22]([O:14][C:11]1[CH:10]=[CH:9][C:8]([CH:7]2[CH2:6][CH2:5][N:4]([C:15]([O:17][C:18]([CH3:21])([CH3:20])[CH3:19])=[O:16])[CH2:3][CH:2]2[OH:1])=[CH:13][CH:12]=1)[C:23]1[CH:28]=[CH:27][CH:26]=[CH:25][CH:24]=1. Reported procedure: Analogously to Method I, 9.89 g of tert-butyl 3-hydroxy-4-(4-hydroxyphenyl)piperidine-1-carboxylate and 4.84 ml of benzyl chloride are reacted. The title compound is obtained as a white solid. Rf=0.53 (1:1 EtOAc-heptane); Rt=4.96.